Dataset: the Open Reaction Database (ORD), a public repository of structured organic reaction records. Task: describe an organic reaction: reactants, conditions, products, and yield Reactants: O (water), FC1=CC=C(C=C1)[N+](=O)[O-] (1-fluoro-4-nitrobenzene), CN1CCNCC1 (1-methylpiperazine), C([O-])([O-])=O.[K+].[K+] (potassium carbonate). The solvent is C(C)#N (acetonitrile). Reaction conditions: temperature 60 celsius. Product: CN1CCN(CC1)C1=CC=C(C=C1)[N+](=O)[O-] (1-Methyl-4-(4-nitrophenyl)piperazine). As a reaction SMILES: F[C:2]1[CH:7]=[CH:6][C:5]([N+:8]([O-:10])=[O:9])=[CH:4][CH:3]=1.[CH3:11][N:12]1[CH2:17][CH2:16][NH:15][CH2:14][CH2:13]1.C(=O)([O-])[O-].[K+].[K+].O>C(#N)C>[CH3:11][N:12]1[CH2:17][CH2:16][N:15]([C:2]2[CH:7]=[CH:6][C:5]([N+:8]([O-:10])=[O:9])=[CH:4][CH:3]=2)[CH2:14][CH2:13]1 |f:2.3.4|. Procedure: To a solution of 25.0 g (0.18 mol) of 1-fluoro-4-nitrobenzene and 19.5 g (0.2 mol) of 1-methylpiperazine in 300 mL of acetonitrile, add 48.9 g (0.35 mol) of anhydrous potassium carbonate. Heat the reaction mixture to 60° C. for 20 h under nitrogen. After this time, add 100 mL of water and concentrate mixture to 200 mL volume. Add another 100 mL of water and extract with 3×200 mL of methylene chloride. Extract the combined methylene chloride extracts with 100 mL of 6N hydrochloric acid solution a... Starting materials: [Li]CCCC, CN(C)C=O, CCOCC, CCCCCC, Fc1ccc2scnc2c1. Yields the product O=Cc1nc2cc(F)ccc2s1. Reaction SMILES: [CH2:11]([Li:12])[CH2:13][CH2:14][CH3:15].[CH3:16][N:17]([CH:18]=[O:19])[CH3:20].[CH3:21][CH2:22][O:23][CH2:24][CH3:25].[CH3:26][CH2:27][CH2:28][CH2:29][CH2:30][CH3:31].[F:1][c:2]1[cH:3][cH:4][c:5]2[c:6]([n:7][cH:8][s:9]2)[cH:10]1>>[F:1][c:2]1[cH:3][cH:4][c:5]2[c:6]([n:7][c:8]([CH:18]=[O:19])[s:9]2)[cH:10]1.